From a dataset of the Open Reaction Database (ORD), a public repository of structured organic reaction records. describe an organic reaction: reactants, conditions, products, and yield The reactants are Cl.C1(CCCCC1)NC1=NC(=NC(=C1C)C)NCC1=NC=CC=C1 (N4-cyclohexyl-5,6-dimethyl-N2-(pyridin-2-ylmethyl)pyrimidine-2,4-diamine hydrochloride), N1=CC(=CC=C1)CN (1-pyridin-3-ylmethanamine). The product is C1(CCCCC1)NC1=NC(=NC(=C1C)C)NCC=1C=NC=CC1 (N4-cyclohexyl-5,6-dimethyl-N2-(pyridin-3-ylmethyl)pyrimidine-2,4-diamine). As a reaction SMILES: Cl.[CH:2]1([NH:8][C:9]2[C:14]([CH3:15])=[C:13]([CH3:16])[N:12]=[C:11]([NH:17][CH2:18][C:19]3[CH:24]=[CH:23][CH:22]=CN=3)[N:10]=2)[CH2:7][CH2:6][CH2:5][CH2:4][CH2:3]1.[N:25]1C=CC=C(CN)[CH:26]=1>>[CH:2]1([NH:8][C:9]2[C:14]([CH3:15])=[C:13]([CH3:16])[N:12]=[C:11]([NH:17][CH2:18][C:19]3[CH:26]=[N:25][CH:22]=[CH:23][CH:24]=3)[N:10]=2)[CH2:3][CH2:4][CH2:5][CH2:6][CH2:7]1 |f:0.1|. Procedure details: The titled compound was synthesized according to the general procedure described for preparation of N4-cyclohexyl-5,6-dimethyl-N2-(pyridin-2-ylmethyl)pyrimidine-2,4-diamine (Example 1) using 1-pyridin-3-ylmethanamine instead of (pyridin-2-ylmethyl)amine to afford the crude product. The solvent was removed by distillation, and the crude product was purified by HPLC (column: YMC-PACK ODS-AQ C18, 250 mm×20 mm, 10 μm; gradient: 20-50% acetonitrile in 0.02% trifluoroacetic acid/water over fifteen min... The reactants are solid, Cl.Cl.O1CCC2=C1C=CC=C2C2CCN(CC2)CC[C@@H]2CC[C@H](CC2)N (trans-4-{2-[4-(2,3-dihydro-benzofuran-4-yl)-piperidin-1-yl]-ethyl}-cyclohexylamine dihydrochloride), Cl.Cl.O1CCC2=C1C=CC=C2C2CCN(CC2)CC[C@@H]2CC[C@H](CC2)N (trans-4-{2-[4-(2,3-dihydro-benzofuran-4-yl)-piperidin-1-yl]-ethyl}-cyclohexylamine dihydrochloride), O1CC(CC1)C(=O)O ((RS)-tetrahydro-furan-3-carboxylic acid). Yields the product O1CCC2=C1C=CC=C2C2CCN(CC2)CC[C@@H]2CC[C@H](CC2)NC(=O)C2COCC2 ((RS)-Tetrahydro-furan-3-carboxylic acid trans-(4-{2-[4-(2,3-dihydro-benzofuran-4-yl)-piperidin-1-yl]-ethyl}-cyclohexyl)-amide). RXN SMILES: Cl.Cl.[O:3]1[C:7]2[CH:8]=[CH:9][CH:10]=[C:11]([CH:12]3[CH2:17][CH2:16][N:15]([CH2:18][CH2:19][C@H:20]4[CH2:25][CH2:24][C@H:23]([NH2:26])[CH2:22][CH2:21]4)[CH2:14][CH2:13]3)[C:6]=2[CH2:5][CH2:4]1.[O:27]1[CH2:31][CH2:30][CH:29]([C:32](O)=[O:33])[CH2:28]1>>[O:3]1[C:7]2[CH:8]=[CH:9][CH:10]=[C:11]([CH:12]3[CH2:17][CH2:16][N:15]([CH2:18][CH2:19][C@H:20]4[CH2:21][CH2:22][C@H:23]([NH:26][C:32]([CH:29]5[CH2:30][CH2:31][O:27][CH2:28]5)=[O:33])[CH2:24][CH2:25]4)[CH2:14][CH2:13]3)[C:6]=2[CH2:5][CH2:4]1 |f:0.1.2|. Procedure details: The title compound, off-white solid (80 mg, 75%), MS (ISP) m/z=427.3 [(M+H)+], mp 211° C., was prepared in accordance with the general method of example 1 from trans-4-{2-[4-(2,3-dihydro-benzofuran-4-yl)-piperidin-1-yl]-ethyl}-cyclohexylamine dihydrochloride (intermediate B) (100 mg, 0.25 mmol) and (RS)-tetrahydro-furan-3-carboxylic acid. Yields the product NC=1C=CC2=C(N(C=N2)C(CC(=O)O)C)C1 (3-(6-Amino-1H-benzimidazol-1-yl)butanoic acid), Phase II. Procedure details: A solution of methyl 3-(6-amino-1H-benzimidazol-1-yl)butanoate (78 mg, 334 μmol) in hydrochloric acid (5 mL of a 5N solution) was stirred at room temperature for 163 hours. The solution was then evaporated in vacuo to afford the title compound, [LCMS (Method A, Mobile Phase II) RT=1.53 min, MH+ 220]. Run in Cl (hydrochloric acid). Reaction SMILES: [NH2:1][C:2]1[CH:3]=[CH:4][C:5]2[N:9]=[CH:8][N:7]([CH:10]([CH3:16])[CH2:11][C:12]([O:14]C)=[O:13])[C:6]=2[CH:17]=1>Cl>[NH2:1][C:2]1[CH:3]=[CH:4][C:5]2[N:9]=[CH:8][N:7]([CH:10]([CH3:16])[CH2:11][C:12]([OH:14])=[O:13])[C:6]=2[CH:17]=1. Reactants: NC=1C=CC2=C(N(C=N2)C(CC(=O)OC)C)C1 (methyl 3-(6-amino-1H-benzimidazol-1-yl)butanoate), solution. Reactants: Cc1cc(C)c(C)c(CCl)c1C, CCO, S=C1NC(c2ccccc2)C(c2ccccc2)N1. Product: Cl, Cc1cc(C)c(C)c(CSC2=NC(c3ccccc3)C(c3ccccc3)N2)c1C. Reaction SMILES: [CH3:19][c:20]1[c:21]([CH2:22][Cl:23])[c:24]([CH3:30])[c:25]([CH3:29])[cH:26][c:27]1[CH3:28].[CH3:31][CH2:32][OH:33].[c:1]1([CH:7]2[NH:8][C:9](=[S:18])[NH:10][CH:11]2[c:12]2[cH:13][cH:14][cH:15][cH:16][cH:17]2)[cH:2][cH:3][cH:4][cH:5][cH:6]1>>[ClH:23].[c:1]1([CH:7]2[NH:8][C:9]([S:18][CH2:22][c:21]3[c:20]([CH3:19])[c:27]([CH3:28])[cH:26][c:25]([CH3:29])[c:24]3[CH3:30])=[N:10][CH:11]2[c:12]2[cH:13][cH:14][cH:15][cH:16][cH:17]2)[cH:2][cH:3][cH:4][cH:5][cH:6]1. Starting materials: 31B, C(C)OC(C(C)(C)OC1=C(C=C(C=C1)O)OC)=O (2-(4-hydroxy-2-methoxy-phenoxy)-2-methyl-propionic acid ethyl ester), ClC(C)C=1C(=NC(=CC1)C1=CC=C(C=C1)C(F)(F)F)C ([rac]-3-(1-chloro-ethyl)-2-methyl-6-(4-trifluoromethyl-phenyl)-pyridine). Procedure details: In analogy to the procedures described in examples 8A] and 31B], 2-(4-hydroxy-2-methoxy-phenoxy)-2-methyl-propionic acid ethyl ester (example 90A]) was reacted with [rac]-3-(1-chloro-ethyl)-2-methyl-6-(4-trifluoromethyl-phenyl)-pyridine (example 17C]) to give [rac]-2-(2-methoxy-4-{1-[2-methyl-6-(4-trifluoromethyl-phenyl)-pyridin-3-yl]-ethoxy}-phenoxy)-2-methyl-propionic acid ethyl ester, which was subsequently saponified to yield the title compound as light yellow solid. Reaction SMILES: [CH2:1]([O:3][C:4](=[O:18])[C:5]([O:8][C:9]1[CH:14]=[CH:13][C:12]([OH:15])=[CH:11][C:10]=1[O:16][CH3:17])([CH3:7])[CH3:6])[CH3:2].Cl[CH:20]([C:22]1[C:23]([CH3:38])=[N:24][C:25]([C:28]2[CH:33]=[CH:32][C:31]([C:34]([F:37])([F:36])[F:35])=[CH:30][CH:29]=2)=[CH:26][CH:27]=1)[CH3:21]>>[CH2:1]([O:3][C:4](=[O:18])[C:5]([O:8][C:9]1[CH:14]=[CH:13][C:12]([O:15][CH:20]([C:22]2[C:23]([CH3:38])=[N:24][C:25]([C:28]3[CH:33]=[CH:32][C:31]([C:34]([F:37])([F:35])[F:36])=[CH:30][CH:29]=3)=[CH:26][CH:27]=2)[CH3:21])=[CH:11][C:10]=1[O:16][CH3:17])([CH3:6])[CH3:7])[CH3:2]. Product: C(C)OC(C(C)(C)OC1=C(C=C(C=C1)OC(C)C=1C(=NC(=CC1)C1=CC=C(C=C1)C(F)(F)F)C)OC)=O ([rac]-2-(2-methoxy-4-{1-[2-methyl-6-(4-trifluoromethyl-phenyl)-pyridin-3-yl]-ethoxy}-phenoxy)-2-methyl-propionic acid ethyl ester).